Dataset: the Open Reaction Database (ORD), a public repository of structured organic reaction records. Task: describe an organic reaction: reactants, conditions, products, and yield Reactants: C(OC)(OC)=O (Dimethyl carbonate), BrC=1C=C2CCC(C2=CC1)=O (5-Bromo indanone), ice, [H-].[Na+] (sodium hydride), ice water, [OH-].[Na+] (NaOH), [OH-].[Na+] (NaOH). The solvent is C(C)OCC (diethyl ether), C1CCOC1 (THF). Run at time 30 minute. Yields the product BrC=1C=C2CC(C(C2=CC1)=O)(C(=O)OC)[Na] ((5-Bromo-2-(methoxycarbonyl)-1-oxo-2,3-dihydro-1H-inden-2-yl) sodium). The yield is 63.5%. As a reaction SMILES: [Br:1][C:2]1[CH:3]=[C:4]2[C:8](=[CH:9][CH:10]=1)[C:7](=[O:11])[CH2:6][CH2:5]2.[H-].[Na+:13].[C:14](=O)([O:17][CH3:18])[O:15]C.[OH-].[Na+]>C1COCC1.C(OCC)C>[Br:1][C:2]1[CH:3]=[C:4]2[C:8](=[CH:9][CH:10]=1)[C:7](=[O:11])[C:6]([Na:13])([C:14]([O:17][CH3:18])=[O:15])[CH2:5]2 |f:1.2,4.5|. Procedure: 5-Bromo indanone (8 g, 37.9 mmol) was added to an ice cold solution of sodium hydride (2.72 g, 113.3 mmol) in THF (100 mL) and stirred at room temperature for 30 min. Dimethyl carbonate (17.25 g, 189.56 mmol) was then added and mixture was refluxed for 16 h. Reaction mixture was cooled to room temperature and poured into ice water. pH of solution was made basic using saturated aqueous solution of NaOH solution and extracted with twice with ethyl acetate and concentrated under vacuum. Residue obt... Reported procedure: The title compound was prepared in a manner similar to Example 303 using 6-(4-(4-cyano-3-fluoro-2-methylphenyl)-5-hydroxy-1H-pyrazol-1-yl)nicotinic acid and (R)-1-ethyl-2-methylpiperazine. 1H NMR (400 MHz, DMSO-d6) δ ppm 1.22 (m, J=7.20, 7.20 Hz, 6H) 2.33 (d, J=2.27 Hz, 3H) 2.91-4.72 (m, 9H) 7.63 (br. s., 1H) 7.71-7.79 (m, 1H) 7.94-8.81 (m, 4H) 9.52-10.21 (m, 1H). ESI-MS m/z [M+H]+ 449.3. Starting materials: C(#N)C1=C(C(=C(C=C1)C=1C=NN(C1O)C1=NC=C(C(=O)O)C=C1)C)F (6-(4-(4-cyano-3-fluoro-2-methylphenyl)-5-hydroxy-1H-pyrazol-1-yl)nicotinic acid), C(C)N1[C@@H](CNCC1)C ((R)-1-ethyl-2-methylpiperazine). Product: C(C)N1[C@@H](CN(CC1)C(=O)C=1C=CC(=NC1)N1N=CC(=C1O)C1=C(C(=C(C#N)C=C1)F)C)C ((R)-4-(1-(5-(4-ethyl-3-methylpiperazine-1-carbonyl)pyridin-2-yl)-5-hydroxy-1H-pyrazol-4-yl)-2-fluoro-3-methylbenzonitrile). Reaction SMILES: [C:1]([C:3]1[CH:8]=[CH:7][C:6]([C:9]2[CH:10]=[N:11][N:12]([C:15]3[CH:23]=[CH:22][C:18]([C:19](O)=[O:20])=[CH:17][N:16]=3)[C:13]=2[OH:14])=[C:5]([CH3:24])[C:4]=1[F:25])#[N:2].[CH2:26]([N:28]1[CH2:33][CH2:32][NH:31][CH2:30][C@H:29]1[CH3:34])[CH3:27]>>[CH2:26]([N:28]1[CH2:33][CH2:32][N:31]([C:19]([C:18]2[CH:22]=[CH:23][C:15]([N:12]3[C:13]([OH:14])=[C:9]([C:6]4[CH:7]=[CH:8][C:3]([C:1]#[N:2])=[C:4]([F:25])[C:5]=4[CH3:24])[CH:10]=[N:11]3)=[N:16][CH:17]=2)=[O:20])[CH2:30][C@H:29]1[CH3:34])[CH3:27]. The reactants are [Br-], CC(=O)c1cccs1, CCOC(C)=O, ClC(Cl)Cl. The product is O=C(CBr)c1cccs1. RXN SMILES: [Br-:1].[C:2]([CH3:3])(=[O:4])[c:5]1[s:6][cH:7][cH:8][cH:9]1.[CH3:10][CH2:11][O:12][C:13](=[O:14])[CH3:15].[CH:16]([Cl:17])([Cl:18])[Cl:19]>>[Br:1][CH2:3][C:2](=[O:4])[c:5]1[s:6][cH:7][cH:8][cH:9]1. Reactants: [Al+3], [H-], [H-], [H-], [H-], [Li+], C1CCOC1, O=C(O)c1nccnc1O. Product: OCc1nccnc1O. As a reaction SMILES: [Al+3:12].[H-:11].[H-:14].[H-:15].[H-:16].[Li+:13].[O:17]1[CH2:18][CH2:19][CH2:20][CH2:21]1.[OH:1][c:2]1[c:3]([C:8](=[O:9])[OH:10])[n:4][cH:5][cH:6][n:7]1>>[OH:1][c:2]1[c:3]([CH2:8][OH:9])[n:4][cH:5][cH:6][n:7]1. Starting materials: O=Cc1ccc(Br)cc1F, CC(C)(C)[O-], CN(C)C=O, CC(C)[P+](c1ccccc1)(c1ccccc1)c1ccccc1, [Cl-], [I-], [K+], [NH4+], O. Yields the product CC(C)=Cc1ccc(Br)cc1F. Reaction SMILES: [Br:30][c:31]1[cH:32][c:33]([F:39])[c:34]([CH:35]=[O:36])[cH:37][cH:38]1.[CH3:24][C:25]([CH3:26])([O-:27])[CH3:28].[CH3:42][N:43]([CH3:44])[CH:45]=[O:46].[CH:2]([CH3:3])([CH3:4])[P+:5]([c:6]1[cH:7][cH:8][cH:9][cH:10][cH:11]1)([c:12]1[cH:13][cH:14][cH:15][cH:16][cH:17]1)[c:18]1[cH:19][cH:20][cH:21][cH:22][cH:23]1.[Cl-:40].[I-:1].[K+:29].[NH4+:41].[OH2:47]>>[C:2]([CH3:3])([CH3:4])=[CH:35][c:34]1[c:33]([F:39])[cH:32][c:31]([Br:30])[cH:38][cH:37]1. The reactants are C(C)OC(C=CC=1SC(=CC1)C=CC=1C2=C(SC1)C=CC=C2)=O (3-[5-[2-(benzo[b]thiophen-3-yl)ethenyl]thiophen-2-yl]-2-propenoic acid ethyl ester), [OH-].[K+] (potassium hydroxide). Run in O1CCCC1 (tetrahydrofuran). Yields the product S1C2=C(C(=C1)C=CC1=CC=C(S1)C=CC(=O)O)C=CC=C2 (3-[5-[2-(Benzo[b]thiophen-3-yl)ethenyl]thiophen-2-yl]-2-propenoic acid). Isolated yield 43.8%. RXN SMILES: C([O:3][C:4](=[O:23])[CH:5]=[CH:6][C:7]1[S:8][C:9]([CH:12]=[CH:13][C:14]2[C:15]3[CH:22]=[CH:21][CH:20]=[CH:19][C:16]=3[S:17][CH:18]=2)=[CH:10][CH:11]=1)C.[OH-].[K+]>O1CCCC1>[S:17]1[CH:18]=[C:14]([CH:13]=[CH:12][C:9]2[S:8][C:7]([CH:6]=[CH:5][C:4]([OH:23])=[O:3])=[CH:11][CH:10]=2)[C:15]2[CH:22]=[CH:21][CH:20]=[CH:19][C:16]1=2 |f:1.2|. Procedure details: A stirred mixture of 3-[5-[2-(benzo[b]thiophen-3-yl)ethenyl]thiophen-2-yl]-2-propenoic acid ethyl ester (5.47 g), 1N aqueous potassium hydroxide solution (50 ml) and tetrahydrofuran (60 ml) was heated at reflux overnight. The mixture was concentrated in vacuo, and the residue was acidified with 10% hydrochloric acid. The mixture was extracted with dichloromethane and ethyl acetate. The combined organic phase was dried over anhydrous sodium sulfate, filtered, and concentrated. The residue was ext... Starting materials: solid, BrC1=CC(=CC=2C=C3N(C12)CCCNC3=O)F (7-bromo-9-fluoro-2,3,4,5-tetrahydro-[1,4]diazepino[1,2-a]indol-1-one), BrC1=CC(=CC=2C=C3N(C12)CCCNC3=O)F (7-bromo-9-fluoro-2,3,4,5-tetrahydro-[1,4]diazepino[1,2-a]indol-1-one), N1=CC=C(C=C1)B(O)O (pyridine-4-ylboronic acid). The product is FC1=CC=2C=C3N(C2C(=C1)C1=CC=NC=C1)CCCNC3=O (9-Fluoro-7-pyridin-4-yl-2,3,4,5-tetrahydro-[1,4]diazepino[1,2-a]indol-1-one). Reaction SMILES: Br[C:2]1[C:10]2[N:9]3[CH2:11][CH2:12][CH2:13][NH:14][C:15](=[O:16])[C:8]3=[CH:7][C:6]=2[CH:5]=[C:4]([F:17])[CH:3]=1.[N:18]1[CH:23]=[CH:22][C:21](B(O)O)=[CH:20][CH:19]=1>>[F:17][C:4]1[CH:3]=[C:2]([C:21]2[CH:22]=[CH:23][N:18]=[CH:19][CH:20]=2)[C:10]2[N:9]3[CH2:11][CH2:12][CH2:13][NH:14][C:15](=[O:16])[C:8]3=[CH:7][C:6]=2[CH:5]=1. Reported procedure: The title compound, white solid (24 mg, 33%), MS (ISP) m/z=296.3 [(M+H)+], mp 309° C., was prepared in accordance with the general method of example 1 from 7-bromo-9-fluoro-2,3,4,5-tetrahydro-[1,4]diazepino[1,2-a]indol-1-one (intermediate 2) (74.3 mg, 0.25 mmol) and commercially available pyridine-4-ylboronic acid (39.9 mg, 0.325 mmol). Reactants: CC(C)([O-])C.[Na+] (sodium tert-butoxide), FC(OC1=CC(=C(C=C1)NC(=O)NC1CCN(CC1)C(=O)OC(C)(C)C)I)F (1,1-Dimethylethyl 4-{[({4-[(difluoromethyl)oxy]-2-iodophenyl}amino)carbonyl]amino}-1-piperidinecarboxylate), ClCCl (dichloromethane). Reagents/catalysts: C=1C=CC(=CC1)/C=C/C(=O)/C=C/C2=CC=CC=C2.C=1C=CC(=CC1)/C=C/C(=O)/C=C/C2=CC=CC=C2.C=1C=CC(=CC1)/C=C/C(=O)/C=C/C2=CC=CC=C2.[Pd].[Pd] (tris(dibenzylideneacetone)dipalladium), C1(=CC=CC=C1)P([C-]1C=CC=C1)C1=CC=CC=C1.[C-]1(C=CC=C1)P(C1=CC=CC=C1)C1=CC=CC=C1.[Fe+2] (1,1′-bis(diphenylphosphino)ferrocene). Run in O1CCOCC1 (1,4-dioxane). Reaction conditions: temperature 90 celsius, time 8 hour. The product is FC(OC=1C=CC2=C(N(C(N2)=O)C2CCN(CC2)C(=O)OC(C)(C)C)C1)F (1,1-Dimethylethyl 4-{6-[(difluoromethyl)oxy]-2-oxo-2,3-dihydro-1H-benzimidazol-1-yl}-1-piperidinecarboxylate). As a reaction SMILES: CC(C)([O-])C.[Na+].[F:7][CH:8]([F:34])[O:9][C:10]1[CH:15]=[CH:14][C:13]([NH:16][C:17]([NH:19][CH:20]2[CH2:25][CH2:24][N:23]([C:26]([O:28][C:29]([CH3:32])([CH3:31])[CH3:30])=[O:27])[CH2:22][CH2:21]2)=[O:18])=[C:12](I)[CH:11]=1.ClCCl>O1CCOCC1.C1C=CC(/C=C/C(/C=C/C2C=CC=CC=2)=O)=CC=1.C1C=CC(/C=C/C(/C=C/C2C=CC=CC=2)=O)=CC=1.C1C=CC(/C=C/C(/C=C/C2C=CC=CC=2)=O)=CC=1.[Pd].[Pd].C1(P(C2C=CC=CC=2)[C-]2C=CC=C2)C=CC=CC=1.[C-]1(P(C2C=CC=CC=2)C2C=CC=CC=2)C=CC=C1.[Fe+2]>[F:7][CH:8]([F:34])[O:9][C:10]1[CH:15]=[CH:14][C:13]2[NH:16][C:17](=[O:18])[N:19]([CH:20]3[CH2:25][CH2:24][N:23]([C:26]([O:28][C:29]([CH3:32])([CH3:31])[CH3:30])=[O:27])[CH2:22][CH2:21]3)[C:12]=2[CH:11]=1 |f:0.1,5.6.7.8.9,10.11.12|. Procedure details: A solution of tris(dibenzylideneacetone)dipalladium (0) (0.18 g), 1,1′-bis(diphenylphosphino)ferrocene (0.10 g), sodium tert-butoxide (0.6 g) in 1,4-dioxane (10 ml) was stirred under an atmosphere of argon for 10 minutes. 1,1-Dimethylethyl 4-{[({4-[(difluoromethyl)oxy]-2-iodophenyl}amino)carbonyl]amino}-1-piperidinecarboxylate (D52, 1.3 g) was added and the mixture was heated to 90° C. The mixture was stirred at this temperature overnight. The mixture was poured into dichloromethane which was wa... Reactants: CC(=O)O[BH-](OC(C)=O)OC(C)=O, CC(=O)O, CC(Cl)Cl, ClCCl, Cc1cc(C)c(-c2cccn3c2cc2nc(C)nc(NCCN)c23)c(C)c1, [Na+], O=C1CCCC1. Product: Cc1cc(C)c(-c2cccn3c2cc2nc(C)nc(NCCNC4CCCC4)c23)c(C)c1. As a reaction SMILES: [C:38]([O:39][BH-:40]([O:41][C:42](=[O:43])[CH3:44])[O:45][C:46](=[O:47])[CH3:48])(=[O:49])[CH3:50].[CH3:34][C:35](=[O:36])[OH:37].[Cl:52][CH:53]([Cl:54])[CH3:55].[Cl:56][CH2:57][Cl:58].[NH2:1][CH2:2][CH2:3][NH:4][c:5]1[n:6][c:7]([CH3:27])[n:8][c:9]2[cH:10][c:11]3[c:12](-[c:18]4[c:19]([CH3:26])[cH:20][c:21]([CH3:25])[cH:22][c:23]4[CH3:24])[cH:13][cH:14][cH:15][n:16]3[c:17]12.[Na+:51].[O:28]=[C:29]1[CH2:30][CH2:31][CH2:32][CH2:33]1>>[NH:1]([CH2:2][CH2:3][NH:4][c:5]1[n:6][c:7]([CH3:27])[n:8][c:9]2[cH:10][c:11]3[c:12](-[c:18]4[c:19]([CH3:26])[cH:20][c:21]([CH3:25])[cH:22][c:23]4[CH3:24])[cH:13][cH:14][cH:15][n:16]3[c:17]12)[CH:29]1[CH2:30][CH2:31][CH2:32][CH2:33]1. Reactants: NCc1ccccc1Br, CS(=O)(=O)c1nccc(-n2cnc3ccccc32)n1. Yields the product Brc1ccccc1CNc1nccc(-n2cnc3ccccc32)n1. As a reaction SMILES: [Br:20][c:21]1[c:22]([CH2:23][NH2:24])[cH:25][cH:26][cH:27][cH:28]1.[CH3:1][S:2](=[O:3])(=[O:4])[c:5]1[n:6][cH:7][cH:8][c:9](-[n:11]2[cH:12][n:13][c:14]3[c:15]2[cH:16][cH:17][cH:18][cH:19]3)[n:10]1>>[c:5]1([NH:24][CH2:23][c:22]2[c:21]([Br:20])[cH:28][cH:27][cH:26][cH:25]2)[n:6][cH:7][cH:8][c:9](-[n:11]2[cH:12][n:13][c:14]3[c:15]2[cH:16][cH:17][cH:18][cH:19]3)[n:10]1.